From a dataset of the Open Reaction Database (ORD), a public repository of structured organic reaction records. describe an organic reaction: reactants, conditions, products, and yield The reactants are CO\C=C\1/C[C@H](N(C1)C(=O)OC(C)(C)C)C(=O)OC ((5,E)-1-tert-butyl 2-methyl 4-(methoxymethylene)pyrrolidine-1,2-dicarboxylate), [O-2].[Mg+2] (magnesium oxide), [H][H] (hydrogen). Reagents/catalysts: [Pd] (palladium on carbon). Solvent: CO (methanol). Product: COC[C@H]1C[C@H](N(C1)C(=O)OC(C)(C)C)C(=O)OC ((2S,4S)-1-tert-butyl 2-methyl 4-(methoxymethyl)pyrrolidine-1,2-dicarboxylate). Isolated yield 99.2%. RXN SMILES: [CH3:1][O:2]/[CH:3]=[C:4]1\[CH2:5][C@@H:6]([C:16]([O:18][CH3:19])=[O:17])[N:7]([C:9]([O:11][C:12]([CH3:15])([CH3:14])[CH3:13])=[O:10])[CH2:8]\1.[O-2].[Mg+2].[H][H]>[Pd].CO>[CH3:1][O:2][CH2:3][C@@H:4]1[CH2:8][N:7]([C:9]([O:11][C:12]([CH3:15])([CH3:14])[CH3:13])=[O:10])[C@H:6]([C:16]([O:18][CH3:19])=[O:17])[CH2:5]1 |f:1.2|. Reported procedure: A solution of (5,E)-1-tert-butyl 2-methyl 4-(methoxymethylene)pyrrolidine-1,2-dicarboxylate (9 g, 33.21 mmol), magnesium oxide (12 g, 33.21 mmol) and palladium on carbon (3 g) in methanol (100 mL) was held under a steady flow of hydrogen at RT for 2 h, and filtered. The organic phase was concentrated to provide the title intermediate (9 g, 100% yield) as a colorless oil. 1H NMR (400 MHz, (CD3)2S═O): δ(ppm) 1.367 (s, 9H), 1.620-1.670 (m, 1H), 1.904-1.953 (m, 1H), 3.110-3.140 (s, 3H, J=12 Hz), 3.2...